Dataset: the Open Reaction Database (ORD), a public repository of structured organic reaction records. Task: describe an organic reaction: reactants, conditions, products, and yield Starting materials: carbons, C(C)OC(=O)C=1NC=CC1C (3-Methyl-1H-pyrrole-2-carboxylic acid ethyl ester), COC=1C=C(C=CC1)CC(=O)Cl ((3-methoxyphenyl)-acetyl chloride), carbons, CH3 carbons. Yields the product C(C)OC(=O)C=1NC=C(C1C)C(CC1=CC(=CC=C1)OC)=O (4-[2-(3-Methoxy-phenyl)-acetyl]-3-methyl-1H-pyrrole-2-carboxylic acid ethyl ester). RXN SMILES: [CH2:1]([O:3][C:4]([C:6]1[NH:7][CH:8]=[CH:9][C:10]=1[CH3:11])=[O:5])[CH3:2].[CH3:12][O:13][C:14]1[CH:15]=[C:16]([CH2:20][C:21](Cl)=[O:22])[CH:17]=[CH:18][CH:19]=1>>[CH2:1]([O:3][C:4]([C:6]1[NH:7][CH:8]=[C:9]([C:21](=[O:22])[CH2:20][C:16]2[CH:17]=[CH:18][CH:19]=[C:14]([O:13][CH3:12])[CH:15]=2)[C:10]=1[CH3:11])=[O:5])[CH3:2]. Procedure details: 4-[2-(3-Methoxy-phenyl)-acetyl]-3-methyl-1H-pyrrole-2-carboxylic acid ethyl ester (91) was synthesized from 3-methyl-1H-pyrrole-2-carboxylic acid ethyl ester (84) and (3-methoxyphenyl)-acetyl chloride following the procedure described in Example 32. crude yield: 95%. 1H-NMR (400 MHz, CDCl3): δ 1.36 (t, 3H), 2.61 (s, 3H), 3.77 (s, 3H), 3.99 (s, 2H), 4.32 (q, 2H), 6.81 (m, 3H), 7.24 (m, 1H), 7.45 (d, 1H), 9.41 (s broad, 1H) ppm. 13C-NMR (100 MHz, CDCl3): δ □□ 11.75, 14.40, 47.59, 55.19, 60.66, 112...